This data is from the Open Reaction Database (ORD), a public repository of structured organic reaction records. The task is: describe an organic reaction: reactants, conditions, products, and yield The reactants are ClC1=C(OCC(=O)OC(C)(C)C)C=C(C=C1)\C=C\C=O (t-butyl {2-chloro-5-[(1E)-3-oxo-1-propenyl]phenoxy}acetate), C(CC(O)(C(=O)O)CC(=O)O)(=O)O (citric acid), [BH4-].[Na+] (sodium borohydride). Solvent: O1CCCC1 (tetrahydrofuran), CO (methanol). Conditions: time 3 hour. Yields the product ClC1=C(OCC(=O)OC(C)(C)C)C=C(C=C1)\C=C\CO (t-butyl {2-chloro-5-[(1E)-3-hydroxy-1-propenyl]phenoxy}acetate). Reaction SMILES: [Cl:1][C:2]1[CH:16]=[CH:15][C:14](/[CH:17]=[CH:18]/[CH:19]=[O:20])=[CH:13][C:3]=1[O:4][CH2:5][C:6]([O:8][C:9]([CH3:12])([CH3:11])[CH3:10])=[O:7].[BH4-].[Na+].C(O)(=O)CC(CC(O)=O)(C(O)=O)O>O1CCCC1.CO>[Cl:1][C:2]1[CH:16]=[CH:15][C:14](/[CH:17]=[CH:18]/[CH2:19][OH:20])=[CH:13][C:3]=1[O:4][CH2:5][C:6]([O:8][C:9]([CH3:12])([CH3:11])[CH3:10])=[O:7] |f:1.2|. Procedure details: A solution of the compound (631 mg, 2.00 mmol) of Example 20-3 in tetrahydrofuran (4.0 ml) and methanol (2.0 ml) was stirred at ice cooling. Thereto was dropped an aqueous solution (0.20 ml) of sodium borohydride (38.0 mg, 1.00 mmol) under ice cooling and the mixture was stirred for 3 hour at the same temperature. Thereto was added 10% aqueous citric acid solution and the solution was extracted with ethyl acetate. The organic layer was washed with water, an aqueous saturated sodium hydrogencarbo... Procedure details: Into a reaction vessel was charged 4-cyano-2-ethoxy-α-bromotoluene (16) (20.2 g, 0.084 mol) and N,N′-dimethylformamide (200 ml), and N-hydroxyphthalimide (14.4 g, 0.088 mol) and anhydrous potassium carbonate (12.2 g, 0.088 mol) were added to this, and the mixture was stirred for 2 hours at approximately 80° C. Water was added to the reaction liquid and the precipitated solid was filtrated. This was dried, to obtain N-(4-cyano-2-ethoxybenzyloxy)phthalimide (17) (27.0 g, yield from (16) is 99%). Conditions: temperature 80 celsius, time 2 hour. As a reaction SMILES: [C:1]([C:3]1[CH:8]=[CH:7][C:6]([CH2:9]Br)=[C:5]([O:11][CH2:12][CH3:13])[CH:4]=1)#[N:2].CN(C=O)C.[OH:19][N:20]1[C:24](=[O:25])[C:23]2=[CH:26][CH:27]=[CH:28][CH:29]=[C:22]2[C:21]1=[O:30].C(=O)([O-])[O-].[K+].[K+]>O>[C:1]([C:3]1[CH:8]=[CH:7][C:6]([CH2:9][O:19][N:20]2[C:21](=[O:30])[C:22]3=[CH:29][CH:28]=[CH:27][CH:26]=[C:23]3[C:24]2=[O:25])=[C:5]([O:11][CH2:12][CH3:13])[CH:4]=1)#[N:2] |f:3.4.5|. The yield is 99.7%. Run in O (Water). The reactants are C(#N)C1=CC(=C(C=C1)CBr)OCC (4-cyano-2-ethoxy-α-bromotoluene), CN(C)C=O (N,N′-dimethylformamide), ON1C(C=2C(C1=O)=CC=CC2)=O (N-hydroxyphthalimide), C([O-])([O-])=O.[K+].[K+] (potassium carbonate). The product is C(#N)C1=CC(=C(CON2C(C=3C(C2=O)=CC=CC3)=O)C=C1)OCC (N-(4-cyano-2-ethoxybenzyloxy)phthalimide). Reactants: BrN1CN=CC=C1 (3-bromopyrimidine), C(CCC)[Li] (butyllithium), COC1=CC=C(C=O)C=C1 (4-methoxybenzaldehyde), COC1=CC=C(C=O)C=C1 (4-methoxy-benzaldehyde), BrC=1C=NC=CC1 (3-bromopyridine). Solvent: O1CCCC1 (tetrahydrofuran), C(C)OCC (diethylether), O1CCCC1 (tetrahydrofuran). Run at temperature -120 celsius, time 5 hour. Product: N1=CC(=CC=C1)C(O)C1=CC=C(C=C1)OC (3-pyridyl-4-methoxyphenylcarbinol). RXN SMILES: C([Li])CCC.BrN1C=CC=NC1.Br[C:14]1[CH:15]=[N:16][CH:17]=[CH:18][CH:19]=1.[CH3:20][O:21][C:22]1[CH:29]=[CH:28][C:25]([CH:26]=[O:27])=[CH:24][CH:23]=1>O1CCCC1.C(OCC)C>[N:16]1[CH:17]=[CH:18][CH:19]=[C:14]([CH:26]([C:25]2[CH:28]=[CH:29][C:22]([O:21][CH3:20])=[CH:23][CH:24]=2)[OH:27])[CH:15]=1. Reported procedure: To a 500-ml 3-neck round bottom flask equipped with an addition funnel, septum, thermometer and an argon inlet is added 150 ml of anhydrous diethylether and 94 ml of 1.6 molar butyllithium solution (in hexane). The system is cooled to -120° C. and 23.8 gm of 3-bromopyrimidine in 75 ml of anhydrous tetrahydrofuran is added over 2 hours. After addition of the 3-bromopyridine, the system is stirred for an additional 45 minutes at this time, 18.3 ml of 4-methoxybenzaldehyde in 75 ml of tetrahydrofur... The reactants are C(C)(C)(C)OC(=O)N1CCN(CC1)C=1C(=NC=CN1)OCCO (2-[3-(4-tert-Butoxycarbonyl-1-piperazinyl)-2-pyrazinyloxy]ethanol), OC=1C=C(C=O)C=CC1 (3-hydroxybenzaldehyde), C1(=CC=CC=C1)P(C1=CC=CC=C1)C1=CC=CC=C1 (triphenylphosphine), C(C)(C)(C)OC(=O)N1CCN(CC1)C=1C(=NC=CN1)OCCO (2-[3-(4-tert-butoxycarbonyl-1-piperazinyl)-2-pyrazinyloxy]ethanol), C1(=CC=CC=C1)P(C1=CC=CC=C1)C1=CC=CC=C1 (triphenylphosphine), N(=NC(=O)OCC)C(=O)OCC (diethyl azodicarboxylate), OC=1C=C(C=O)C=CC1 (3-hydroxybenzaldehyde), N(=NC(=O)OCC)C(=O)OCC (diethyl azodicarboxylate). The solvent is O1CCCC1 (tetrahydrofuran), O1CCCC1 (THF). Conditions: time 1 hour. Yields the product C(=O)C=1C=C(OCCOC=2C(=NC=CN2)N2CCN(CC2)C(=O)OC(C)(C)C)C=CC1 (tert-Butyl 4-{3-[2-(3-formylphenoxy)ethoxy]-2-pyrazinyl}-1-piperazinecarboxylate). Reaction SMILES: [C:1]([O:5][C:6]([N:8]1[CH2:13][CH2:12][N:11]([C:14]2[C:15]([O:20][CH2:21][CH2:22][OH:23])=[N:16][CH:17]=[CH:18][N:19]=2)[CH2:10][CH2:9]1)=[O:7])([CH3:4])([CH3:3])[CH3:2].O[C:25]1[CH:26]=[C:27]([CH:30]=[CH:31][CH:32]=1)[CH:28]=[O:29].C1(P(C2C=CC=CC=2)C2C=CC=CC=2)C=CC=CC=1.N(C(OCC)=O)=NC(OCC)=O>O1CCCC1>[CH:28]([C:27]1[CH:26]=[C:25]([CH:32]=[CH:31][CH:30]=1)[O:23][CH2:22][CH2:21][O:20][C:15]1[C:14]([N:11]2[CH2:12][CH2:13][N:8]([C:6]([O:5][C:1]([CH3:4])([CH3:3])[CH3:2])=[O:7])[CH2:9][CH2:10]2)=[N:19][CH:18]=[CH:17][N:16]=1)=[O:29]. Procedure: A solution of the compound obtained in step 2 above (1.5 g, 4.7 mmol) in dry tetrahydrofuran (THF; 10 mL) was treated with 3-hydroxybenzaldehyde (0.74 g, 6.06 mmol) and triphenylphosphine (1.59 g, 6.06 mmol). This solution was stirred at room temperature then treated with diethyl azodicarboxylate (0.96 mL, 6.06 mmol) in dry THF (5 mL). After 1 hr, TLC indicated some remaining 2-[3-(4-tert-butoxycarbonyl-1-piperazinyl)-2-pyrazinyloxy]ethanol. The reaction was heated at reflux under nitrogen for 5... The reactants are O[C@@H]1C(=O)OCC1 ((S)-(−)-α-hydroxy-γ-butyrolactone), NCCOC1=C2C(=NC=NC2=CC=C1)NC1=CC(=C(C=C1)OCC1=NC=CC=C1)Cl (5-(2-aminoethoxy)-N-[3-chloro-4-(pyridin-2-ylmethoxy)phenyl]quinazolin-4-amine), O[C@@H]1C(=O)OCC1 ((S)-(−)-α-hydroxy-γ-butyrolactone). Solvent: C=1(C(=CC=CC1)C)C (xylene). Run at temperature 130 celsius, time 3 hour. Product: ClC=1C=C(C=CC1OCC1=NC=CC=C1)NC1=NC=NC2=CC=CC(=C12)OCCNC([C@H](CCO)O)=O ((2S)-N-{2-[(4-{[3-Chloro-4-(pyridin-2-ylmethoxy)phenyl]amino}quinazolin-5-yl)oxy]ethyl}-2,4-dihydroxybutanamide). Isolated yield 69.0%. Reaction SMILES: [NH2:1][CH2:2][CH2:3][O:4][C:5]1[CH:14]=[CH:13][CH:12]=[C:11]2[C:6]=1[C:7]([NH:15][C:16]1[CH:21]=[CH:20][C:19]([O:22][CH2:23][C:24]3[CH:29]=[CH:28][CH:27]=[CH:26][N:25]=3)=[C:18]([Cl:30])[CH:17]=1)=[N:8][CH:9]=[N:10]2.[OH:31][C@H:32]1[CH2:37][CH2:36][O:35][C:33]1=[O:34]>C1(C)C(C)=CC=CC=1>[Cl:30][C:18]1[CH:17]=[C:16]([NH:15][C:7]2[C:6]3[C:11](=[CH:12][CH:13]=[CH:14][C:5]=3[O:4][CH2:3][CH2:2][NH:1][C:33](=[O:34])[C@@H:32]([OH:31])[CH2:37][CH2:36][OH:35])[N:10]=[CH:9][N:8]=2)[CH:21]=[CH:20][C:19]=1[O:22][CH2:23][C:24]1[CH:29]=[CH:28][CH:27]=[CH:26][N:25]=1. Procedure: 5-(2-aminoethoxy)-N-[3-chloro-4-(pyridin-2-ylmethoxy)phenyl]quinazolin-4-amine (obtained as described in Example 2.6, preparation of starting materials, 0.5 g, 1.19 mmol) was heated to 130° C. in xylene (20 ml) until it had dissolved. (S)-(−)-α-hydroxy-γ-butyrolactone (0.10 ml, 1.31 mmol) was added and the mixture was stirred at 130° C. for 3 hours. More (S)-(−)-α-hydroxy-γ-butyrolactone (0.05 ml, 0.66 mmol) was added and the mixture was heated for a further 2 hours. The resultant precipitate wa... Yields the product [Br-], O=C(CCCCCCCCCCc1ccccn1)OCC(F)(F)C(F)C(F)(F)F. As a reaction SMILES: [Br:1][CH2:2][CH2:3][CH2:4][CH2:5][CH2:6][CH2:7][CH2:8][CH2:9][CH2:10][CH2:11][C:12](=[O:13])[O:14][CH2:15][C:16]([CH:17]([C:18]([F:19])([F:20])[F:21])[F:22])([F:23])[F:24].[CH3:31][OH:32].[cH:25]1[cH:26][cH:27][n:28][cH:29][cH:30]1>>[Br-:1].[CH2:2]([CH2:3][CH2:4][CH2:5][CH2:6][CH2:7][CH2:8][CH2:9][CH2:10][CH2:11][C:12](=[O:13])[O:14][CH2:15][C:16]([CH:17]([C:18]([F:19])([F:20])[F:21])[F:22])([F:23])[F:24])[c:27]1[cH:26][cH:25][cH:30][cH:29][n:28]1. The reactants are O=C(CCCCCCCCCCBr)OCC(F)(F)C(F)C(F)(F)F, CO, c1ccncc1.